This data is from the Open Reaction Database (ORD), a public repository of structured organic reaction records. The task is: describe an organic reaction: reactants, conditions, products, and yield Starting materials: CC#N, Clc1nc(N2CCOCC2)c2sc(CN3CCC(N4CCOCC4)CC3)cc2n1, [Na+], [Na+], O=C([O-])[O-], Cl[Pd]Cl, c1ccc(P(c2ccccc2)c2ccccc2)cc1, c1ccc(P(c2ccccc2)c2ccccc2)cc1, OB(O)c1cccc2cnccc12. Product: c1cc(-c2nc(N3CCOCC3)c3sc(CN4CCC(N5CCOCC5)CC4)cc3n2)c2ccncc2c1. Reaction SMILES: [CH3:90][C:91]#[N:92].[Cl:1][c:2]1[n:3][c:4]([N:24]2[CH2:25][CH2:26][O:27][CH2:28][CH2:29]2)[c:5]2[c:6]([n:7]1)[cH:8][c:9]([CH2:11][N:12]1[CH2:13][CH2:14][CH:15]([N:18]3[CH2:19][CH2:20][O:21][CH2:22][CH2:23]3)[CH2:16][CH2:17]1)[s:10]2.[Na+:43].[Na+:44].[O-:45][C:46](=[O:47])[O-:48].[Pd:49]([Cl:50])[Cl:51].[c:52]1([P:53]([c:54]2[cH:55][cH:56][cH:57][cH:58][cH:59]2)[c:60]2[cH:61][cH:62][cH:63][cH:64][cH:65]2)[cH:66][cH:67][cH:68][cH:69][cH:70]1.[c:71]1([P:72]([c:73]2[cH:74][cH:75][cH:76][cH:77][cH:78]2)[c:79]2[cH:80][cH:81][cH:82][cH:83][cH:84]2)[cH:85][cH:86][cH:87][cH:88][cH:89]1.[cH:30]1[n:31][cH:32][cH:33][c:34]2[c:35]([B:40]([OH:41])[OH:42])[cH:36][cH:37][cH:38][c:39]12>>[c:2]1(-[c:35]2[c:34]3[cH:33][cH:32][n:31][cH:30][c:39]3[cH:38][cH:37][cH:36]2)[n:3][c:4]([N:24]2[CH2:25][CH2:26][O:27][CH2:28][CH2:29]2)[c:5]2[c:6]([n:7]1)[cH:8][c:9]([CH2:11][N:12]1[CH2:13][CH2:14][CH:15]([N:18]3[CH2:19][CH2:20][O:21][CH2:22][CH2:23]3)[CH2:16][CH2:17]1)[s:10]2. The product is CCOC(=O)C(C(=O)OCC)c1ccc([N+](=O)[O-])cn1. Reactants: CCOC(=O)CC(=O)OCC, O=[N+]([O-])c1ccc(Cl)nc1, [H-], [H][H], [Na+], C1CCOC1. RXN SMILES: [C:1]([CH2:2][C:3](=[O:4])[O:5][CH2:6][CH3:7])(=[O:8])[O:9][CH2:10][CH3:11].[Cl:16][c:17]1[n:18][cH:19][c:20]([N+:23](=[O:24])[O-:25])[cH:21][cH:22]1.[H-:12].[H:14][H:15].[Na+:13].[O:26]1[CH2:27][CH2:28][CH2:29][CH2:30]1>>[C:1]([CH:2]([C:3](=[O:4])[O:5][CH2:6][CH3:7])[c:17]1[n:18][cH:19][c:20]([N+:23](=[O:24])[O-:25])[cH:21][cH:22]1)(=[O:8])[O:9][CH2:10][CH3:11]. Reactants: O=C(n1ccnc1)n1ccnc1, CC(=O)c1ccc(C(=O)O)s1, Cl, Cl, NC(=O)c1cccc(N)c1N, c1ccncc1. Product: CC(=O)c1ccc(C(=O)Nc2cccc(C(N)=O)c2N)s1. RXN SMILES: [C:12]([n:13]1[cH:14][cH:15][n:16][cH:17]1)([n:18]1[cH:19][cH:20][n:21][cH:22]1)=[O:23].[C:1]([CH3:2])(=[O:3])[c:4]1[cH:5][cH:6][c:7]([C:9](=[O:10])[OH:11])[s:8]1.[ClH:24].[ClH:25].[NH2:26][c:27]1[c:28]([C:29](=[O:30])[NH2:31])[cH:32][cH:33][cH:34][c:35]1[NH2:36].[cH:37]1[cH:38][cH:39][n:40][cH:41][cH:42]1>>[C:1]([CH3:2])(=[O:3])[c:4]1[cH:5][cH:6][c:7]([C:9](=[O:11])[NH:36][c:35]2[c:27]([NH2:26])[c:28]([C:29](=[O:30])[NH2:31])[cH:32][cH:33][cH:34]2)[s:8]1. Reactants: Brc1ccccc1-c1ccccc1, O=[N+]([O-])c1ccc(-n2ccnc2-c2ccccc2)cc1. Reagents/catalysts: CC(C)(C)c1ccc(-c2ccc(C(C)(C)C)cc2)cc1 (4,4'-di-tert-butylbiphenyl), CC(C)(C)C(=O)[O-].[K+] (KOPiv), Cl[Pd]CC=C.C=CC[Pd]Cl ([Pd(allyl)Cl]2), CN(C)c1ccc(P(C2CCCCC2)C2CCCCC2)cc1 (A-caPhos). Run in CC(=O)N(C)C (DMA), CC(=O)N(C)C (DMA), CC(=O)N(C)C (DMA). Reaction conditions: temperature 120 celsius, time 24 hour. Yields the product O=[N+]([O-])c1ccc(-n2c(-c3ccccc3-c3ccccc3)cnc2-c2ccccc2)cc1. Isolated yield 4.2%. The reactants are C([O-])([O-])=O.[Cs+].[Cs+] (cesium carbonate), ClC=1C2=C(N=CN1)C=CN2 (4-chloro-5H-pyrrolo[3,2-d]pyrimidine), BrCCF (1-bromo-2-fluoroethane). Run in O (water), CN(C=O)C (N,N-dimethylformamide). Product: ClC=1C2=C(N=CN1)C=CN2CCF (4-chloro-5-(2-fluoroethyl)-5H-pyrrolo[3,2-d]pyrimidine). The yield is 84.6%. RXN SMILES: [Cl:1][C:2]1[C:3]2[NH:10][CH:9]=[CH:8][C:4]=2[N:5]=[CH:6][N:7]=1.C(=O)([O-])[O-].[Cs+].[Cs+].Br[CH2:18][CH2:19][F:20]>CN(C)C=O.O>[Cl:1][C:2]1[C:3]2[N:10]([CH2:18][CH2:19][F:20])[CH:9]=[CH:8][C:4]=2[N:5]=[CH:6][N:7]=1 |f:1.2.3|. Procedure details: To a suspension of 4-chloro-5H-pyrrolo[3,2-d]pyrimidine (100 mg) in N,N-dimethylformamide (0.6 mL) was added cesium carbonate (281 mg) under ice-cooling, and the mixture was stirred while warming to room temperature for 15 min. To the reaction mixture was added 1-bromo-2-fluoroethane (124 mg), and the mixture was stirred at room temperature for 5 hrs. The reaction mixture was diluted with water (20 mL) and extracted with ethyl acetate (20 mL×3). The organic layer washed with saturated brine (20 ... RXN SMILES: [CH2:26]([c:27]1[cH:28][cH:29][cH:30][cH:31][cH:32]1)[O:33][CH2:34][n:35]1[n:36][c:37](-[c:40]2[cH:41][c:42]([C:43](=[O:44])[OH:45])[cH:46][cH:47][cH:48]2)[n:38][n:39]1.[ClH:25].[F:49][C:50]([F:51])([F:52])[C:53]([OH:54])=[O:55].[NH2:1][CH:2]1[CH:3]([C:7](=[O:8])[N:9]2[CH2:10][C:11]([CH3:23])([CH3:24])[C:12]([OH:15])([c:16]3[cH:17][cH:18][c:19]([Cl:22])[cH:20][cH:21]3)[CH2:13][CH2:14]2)[CH2:4][CH2:5][CH2:6]1>>[NH:1]([CH:2]1[CH:3]([C:7](=[O:8])[N:9]2[CH2:10][C:11]([CH3:23])([CH3:24])[C:12]([OH:15])([c:16]3[cH:17][cH:18][c:19]([Cl:22])[cH:20][cH:21]3)[CH2:13][CH2:14]2)[CH2:4][CH2:5][CH2:6]1)[C:43]([c:42]1[cH:41][c:40](-[c:37]2[n:36][n:35]([CH2:34][O:33][CH2:26][c:27]3[cH:28][cH:29][cH:30][cH:31][cH:32]3)[n:39][n:38]2)[cH:48][cH:47][cH:46]1)=[O:44]. Starting materials: O=C(O)c1cccc(-c2nnn(COCc3ccccc3)n2)c1, Cl, O=C(O)C(F)(F)F, CC1(C)CN(C(=O)C2CCCC2N)CCC1(O)c1ccc(Cl)cc1. Product: CC1(C)CN(C(=O)C2CCCC2NC(=O)c2cccc(-c3nnn(COCc4ccccc4)n3)c2)CCC1(O)c1ccc(Cl)cc1.